The task is: describe an organic reaction: reactants, conditions, products, and yield. This data is from the Open Reaction Database (ORD), a public repository of structured organic reaction records. Reactants: ice water, NC1=C(C(=O)N)C=CC=C1 (2-aminobenzamide), COC=1C=C(C=O)C=CC1 (3-methoxybenzaldehyde). Solvent: CC(=O)N(C)C (DMAC). Yields the product COC=1C=C(C=CC1)C1=NC2=CC=CC=C2C(N1)=O (2-(3′-Methoxyphenyl)-4-quinazolinone), 61. The yield is 75.2%. As a reaction SMILES: [NH2:1][C:2]1[CH:10]=[CH:9][CH:8]=[CH:7][C:3]=1[C:4]([NH2:6])=[O:5].[CH3:11][O:12][C:13]1[CH:14]=[C:15]([CH:18]=[CH:19][CH:20]=1)[CH:16]=O>CC(N(C)C)=O>[CH3:11][O:12][C:13]1[CH:14]=[C:15]([C:16]2[NH:6][C:4](=[O:5])[C:3]3[C:2](=[CH:10][CH:9]=[CH:8][CH:7]=3)[N:1]=2)[CH:18]=[CH:19][CH:20]=1. Procedure details: 2-Aminobenzamide (30) (1.0 g, 7.3 mmol) and 3-methoxybenzaldehyde (34) (1.0 g, 7.3 mmol) were heated with stirring in DMAC (20 ml) at 80° C. for 2 h and then poured into ice water (200 ml). The precipitate was collected, washed with water, then dried and purified by column chromatography (silica gel-ethyl acetate/n-hexane) to afford 43 (0.3 g, 15.0%) and 61 (1.4 g, 75.2%) as pale yellow powder. Yield, mp, and spectral data are given in Table 1. Reactants: C[N+]1([O-])CCOCC1, CC(C)=O, Cl, O=C(N1CC=CC1)C(F)(F)F, O=[Os](=O)(=O)=O, O, O. The product is O=C(N1CC(O)C(O)C1)C(F)(F)F. Reaction SMILES: [CH3:13][N+:14]1([O-:15])[CH2:16][CH2:18][O:17][CH2:19][CH2:20]1.[CH3:22][C:23](=[O:24])[CH3:25].[ClH:21].[N:1]1([C:6]([C:7]([F:8])([F:9])[F:10])=[O:11])[CH2:2][CH:3]=[CH:4][CH2:5]1.[O:27]=[Os:28](=[O:29])(=[O:30])=[O:31].[OH2:12].[OH2:26]>>[N:1]1([C:6]([C:7]([F:8])([F:9])[F:10])=[O:11])[CH2:2][CH:3]([OH:12])[CH:4]([OH:17])[CH2:5]1. The reactants are ice water, CC1=CC=2N=C3N(C(C2S1)=O)C=C(C=C3)C#N (2-methyl-10-oxo-10H-pyrido[1,2-a]thieno[3,2-d]pyrimidine-7-carbonitrile), [N-]=[N+]=[N-].[Na+] (sodium azide), [Cl-].[NH4+] (ammonium chloride), Cl (hydrochloric acid). Solvent: CN(C=O)C (dimethylformamide). Reaction conditions: temperature 100 celsius. Yields the product CC1=CC=2N=C3N(C(C2S1)=O)C=C(C=C3)C3=NN=NN3 (2-methyl-7-(1H-tetrazol-5-yl)-10H-pyrido[1,2-a]thieno[3,2-d]pyrimidin-10-one). The yield is 80.9%. Reaction SMILES: [CH3:1][C:2]1[S:10][C:9]2[C:8](=[O:11])[N:7]3[CH:12]=[C:13]([C:16]#[N:17])[CH:14]=[CH:15][C:6]3=[N:5][C:4]=2[CH:3]=1.[N-:18]=[N+:19]=[N-:20].[Na+].[Cl-].[NH4+].Cl>CN(C)C=O>[CH3:1][C:2]1[S:10][C:9]2[C:8](=[O:11])[N:7]3[CH:12]=[C:13]([C:16]4[NH:20][N:19]=[N:18][N:17]=4)[CH:14]=[CH:15][C:6]3=[N:5][C:4]=2[CH:3]=1 |f:1.2,3.4|. Reported procedure: A mixture of 0.21 g (0.00087 mol) of 2-methyl-10-oxo-10H-pyrido[1,2-a]thieno[3,2-d]pyrimidine-7-carbonitrile (Example 45), 0.2 g (0.0031 mol) of sodium azide and 0.166 g (0.0031 mol) of ammonium chloride in 50 ml of dimethylformamide is stirred and heated to 100° C. for twenty-four hours. The reaction mixture is cooled, poured into 900 ml of ice water and acidified with concentrated hydrochloric acid. The resulting precipitate is filtered to give 0.2 g of 2-methyl-7-(1H-tetrazol-5-yl)-10H-pyrido... Reactants: CCOC(C)=O, COC(=O)c1ccc(-c2cnc(C(=O)CCCCCCc3ccccc3)o2)cc1. Yields the product O=C(O)c1ccc(-c2cnc(C(=O)CCCCCCc3ccccc3)o2)cc1. RXN SMILES: [CH3:30][CH2:31][O:32][C:33]([CH3:34])=[O:35].[c:1]1([CH2:7][CH2:8][CH2:9][CH2:10][CH2:11][CH2:12][C:13](=[O:14])[c:15]2[o:16][c:17](-[c:20]3[cH:21][cH:22][c:23]([C:24](=[O:25])[O:26][CH3:27])[cH:28][cH:29]3)[cH:18][n:19]2)[cH:2][cH:3][cH:4][cH:5][cH:6]1>>[c:1]1([CH2:7][CH2:8][CH2:9][CH2:10][CH2:11][CH2:12][C:13](=[O:14])[c:15]2[o:16][c:17](-[c:20]3[cH:21][cH:22][c:23]([C:24](=[O:25])[OH:26])[cH:28][cH:29]3)[cH:18][n:19]2)[cH:2][cH:3][cH:4][cH:5][cH:6]1. The reactants are O=C([O-])[O-], CN(C)C=O, COc1cc(CCl)ccc1OCc1nc(-c2ccco2)oc1C, [K+], [K+], O, CCOC(=O)c1cn(-c2ccccc2)nc1O. The product is CCOC(=O)c1cn(-c2ccccc2)nc1OCc1ccc(OCc2nc(-c3ccco3)oc2C)c(OC)c1. RXN SMILES: [C:41](=[O:42])([O-:43])[O-:44].[CH3:47][N:48]([CH3:49])[CH:50]=[O:51].[Cl:1][CH2:2][c:3]1[cH:4][c:5]([O:22][CH3:23])[c:6]([O:7][CH2:8][c:9]2[n:10][c:11](-[c:15]3[o:16][cH:17][cH:18][cH:19]3)[o:12][c:13]2[CH3:14])[cH:20][cH:21]1.[K+:45].[K+:46].[OH2:52].[OH:24][c:25]1[n:26][n:27](-[c:35]2[cH:36][cH:37][cH:38][cH:39][cH:40]2)[cH:28][c:29]1[C:30](=[O:31])[O:32][CH2:33][CH3:34]>>[CH2:2]([c:3]1[cH:4][c:5]([O:22][CH3:23])[c:6]([O:7][CH2:8][c:9]2[n:10][c:11](-[c:15]3[o:16][cH:17][cH:18][cH:19]3)[o:12][c:13]2[CH3:14])[cH:20][cH:21]1)[O:24][c:25]1[n:26][n:27](-[c:35]2[cH:36][cH:37][cH:38][cH:39][cH:40]2)[cH:28][c:29]1[C:30](=[O:31])[O:32][CH2:33][CH3:34]. Starting materials: [H][H] (hydrogen), Cl.NC1=NC(CC2=C1SC=C2)C=2SC=CC2 (7-Amino-5-(2-thienyl)-4,5-dihydrothieno[2,3-c]pyridine hydrochloride). The reagents and catalysts are [Pd] (Palladium on charcoal). Solvent: C(C)O (ethanol), C(C)O (ethanol). Yields the product Cl.NC1=NC(CC2=C1SC=C2)CC (7-Amino-5-ethyl-4,5-dihvdrothieno[2,3-c]pyridine hydrochloride). The yield is 65.2%. RXN SMILES: [ClH:1].[NH2:2][C:3]1[C:8]2[S:9][CH:10]=[CH:11][C:7]=2[CH2:6][CH:5]([C:12]2SC=C[CH:16]=2)[N:4]=1.[H][H]>[Pd].C(O)C>[ClH:1].[NH2:2][C:3]1[C:8]2[S:9][CH:10]=[CH:11][C:7]=2[CH2:6][CH:5]([CH2:12][CH3:16])[N:4]=1 |f:0.1,5.6|. Procedure: Palladium on charcoal (57 mg) was added as a slurry in ethanol to 7-amino-5-ethynyl-4,5-dihydrothieno[2,3-c]pyridine hydrochloride (Example 56) (113 mg, 0.531 mmol) in ethanol (6 ml) and the mixture stirred for 16 h under 3 atm. of hydrogen. The mixture was then filtered through celite, evaporated and triturated with dichloromethane to afford a white powder (75 mg), m.p. 221-223° C. Reactants: [BH3-]C#N, C=O, CC(=O)O, CC#N, [Na+], O, COCC1CN(S(=O)(=O)c2ccccc2)CC(COC)N1. Yields the product COCC1CN(S(=O)(=O)c2ccccc2)CC(COC)N1C. Reaction SMILES: [C:27]([BH3-:28])#[N:29].[CH2:34]=[O:35].[CH3:23][C:24](=[O:25])[OH:26].[CH3:31][C:32]#[N:33].[Na+:30].[OH2:22].[c:1]1([S:7](=[O:8])(=[O:9])[N:10]2[CH2:11][CH:12]([CH2:19][O:20][CH3:21])[NH:13][CH:14]([CH2:16][O:17][CH3:18])[CH2:15]2)[cH:2][cH:3][cH:4][cH:5][cH:6]1>>[c:1]1([S:7](=[O:8])(=[O:9])[N:10]2[CH2:11][CH:12]([CH2:19][O:20][CH3:21])[N:13]([CH3:23])[CH:14]([CH2:16][O:17][CH3:18])[CH2:15]2)[cH:2][cH:3][cH:4][cH:5][cH:6]1.